Dataset: the Open Reaction Database (ORD), a public repository of structured organic reaction records. Task: describe an organic reaction: reactants, conditions, products, and yield Reactants: Cl.N[C@@H](C(=O)N1CCC(CC1)C1=CC=C(C=C1)Cl)C1CCCCC1 ((R)-2-amino-1-(4-(4-chlorophenyl)piperidin-1-yl)-2-cyclohexylethanone hydrochloride), C=1C=CC2=C(C1)N=NN2O (HOBt), C(C1=CC=CC=C1)(=O)O (benzoic acid), C(CCl)Cl (EDC). The solvent is CCN(C(C)C)C(C)C (DIEA), CN(C)C=O (DMF), CO (MeOH), CN(C)C=O (DMF). Reaction conditions: time 15 minute. Product: ClC1=CC=C(C=C1)C1CCN(CC1)C([C@@H](C1CCCCC1)NC(C1=CC=CC=C1)=O)=O ((R)—N-(2-(4-(4-Chlorophenyl)piperidin-1-yl)-1-cyclohexyl-2-oxoethyl)benzamide). As a reaction SMILES: C1C=CC2N(O)N=NC=2C=1.[C:11]([OH:19])(=O)[C:12]1[CH:17]=[CH:16][CH:15]=[CH:14][CH:13]=1.C(Cl)CCl.Cl.[NH2:25][C@H:26]([CH:42]1[CH2:47][CH2:46][CH2:45][CH2:44][CH2:43]1)[C:27]([N:29]1[CH2:34][CH2:33][CH:32]([C:35]2[CH:40]=[CH:39][C:38]([Cl:41])=[CH:37][CH:36]=2)[CH2:31][CH2:30]1)=[O:28]>CN(C=O)C.CCN(C(C)C)C(C)C.CO>[Cl:41][C:38]1[CH:39]=[CH:40][C:35]([CH:32]2[CH2:31][CH2:30][N:29]([C:27](=[O:28])[C@H:26]([NH:25][C:11](=[O:19])[C:12]3[CH:13]=[CH:14][CH:15]=[CH:16][CH:17]=3)[CH:42]3[CH2:47][CH2:46][CH2:45][CH2:44][CH2:43]3)[CH2:34][CH2:33]2)=[CH:36][CH:37]=1 |f:3.4|. Procedure details: A reaction tube was charged with HOBt (8 mg), benzoic acid (7 mg) and EDC (11 mg) in DMF (0.6 mL) and then allowed to agitate at rt. for 15 min. After this time, a solution of (R)-2-amino-1-(4-(4-chlorophenyl)piperidin-1-yl)-2-cyclohexylethanone hydrochloride (16 mg) in DIEA (38 μL) and DMF (187 μL) was added. Upon completion of addition, the reaction mixture and was shaken overnight at rt. At the conclusion of this period, the resulting solution was diluted with MeOH and purified by preparative... Reactants: crude product, C(C)(C)(C)OC(NC1=C(C=C(C(=C1)NC=1N=CC2=C(N1)SC(=N2)NC(C)=O)Cl)F)=O (tert-butyl(5-{[2-(acetylamino)[1,3]thiazolo[5,4-d]pyrimidin-5-yl]amino}-4-chloro-2-fluorophenyl)carbamate), C1(=CC=CC=C1)OC (anisole). Solvent: FC(C(=O)O)(F)F (trifluoroacetic acid). The product is NC=1C(=CC(=C(C1)NC=1N=CC2=C(N1)SC(=N2)NC(C)=O)Cl)F (N-{5-[(5-amino-2-chloro-4-fluorophenyl)amino][1,3]thiazolo[5,4-d]pyrimidin-2-yl}acetamide). The yield is 74.0%. As a reaction SMILES: C(OC(=O)[NH:7][C:8]1[CH:13]=[C:12]([NH:14][C:15]2[N:16]=[CH:17][C:18]3[N:23]=[C:22]([NH:24][C:25](=[O:27])[CH3:26])[S:21][C:19]=3[N:20]=2)[C:11]([Cl:28])=[CH:10][C:9]=1[F:29])(C)(C)C.C1(OC)C=CC=CC=1>FC(F)(F)C(O)=O>[NH2:7][C:8]1[C:9]([F:29])=[CH:10][C:11]([Cl:28])=[C:12]([NH:14][C:15]2[N:16]=[CH:17][C:18]3[N:23]=[C:22]([NH:24][C:25](=[O:27])[CH3:26])[S:21][C:19]=3[N:20]=2)[CH:13]=1. Procedure details: A solution of the above-mentioned crude product of tert-butyl(5-{[2-(acetylamino)[1,3]thiazolo[5,4-d]pyrimidin-5-yl]amino}-4-chloro-2-fluorophenyl)carbamate and anisole (1 mL) in trifluoroacetic acid (15 mL) was stirred at 0° C. for 1 hr. The reaction mixture was concentrated under reduced pressure, saturated aqueous sodium hydrogen carbonate solution (30 mL) was added to the obtained residue, and the mixture was extracted with ethyl acetate/tetrahydrofuran mixture (1:1, 50 mL, 10 mL). The combi... The reactants are C(N(CC)CC)(C(F)Cl)(F)F, n1c(nc2c(c1c1cnc(nc1)N)CCN2C1CC(C1)(F)F)N1CCOC[C@@H]1CO. The reagents and catalysts are c1ccc(cc1)-c2c3ccccc3cc4ccccc24 (9-Phenylanthracene). Run in CC#N (MeCN). Run at temperature 25 celsius, time 18 hour. Yields the product Nc1ncc(cn1)c2nc(nc3N(CCc23)C4CC(F)(F)C4)N5CCOC[C@@H]5CF. RXN SMILES: [NH2:1][c:2]1[n:7][cH:6][c:5]([c:8]2[c:16]([c:12]3[n:11][c:10]([N:23]4[C@@H:28]([CH2:29]O)[CH2:27][O:26][CH2:25][CH2:24]4)[n:9]2)[CH2:15][CH2:14][N:13]3[CH:17]5[CH2:22][C:19]([F:21])([F:20])[CH2:18]5)[cH:4][n:3]1.CCN(C(C(Cl)F)(F)[F:30])CC>>[NH2:1][c:2]1[n:7][cH:6][c:5]([c:8]2[c:16]([c:12]3[n:11][c:10]([N:23]4[C@@H:28]([CH2:29][F:30])[CH2:27][O:26][CH2:25][CH2:24]4)[n:9]2)[CH2:15][CH2:14][N:13]3[CH:17]5[CH2:22][C:19]([F:21])([F:20])[CH2:18]5)[cH:4][n:3]1. The reactants are Cc1ccc(Br)cc1, CC(=O)[O-], CC(=O)[O-], CN1CCCC1=O, [Na+], O=[Ca], [Pd+2], Cc1ccc(S(=O)[O-])cc1, c1ccc(P(CCP(c2ccccc2)c2ccccc2)c2ccccc2)cc1. Yields the product Cc1ccc(-c2ccc(C)cc2)cc1. As a reaction SMILES: [Br:12][c:13]1[cH:14][cH:15][c:16]([CH3:19])[cH:17][cH:18]1.[C:50]([O-:51])(=[O:52])[CH3:53].[C:55]([O-:56])(=[O:57])[CH3:58].[CH3:59][N:60]1[CH2:61][CH2:62][CH2:63][C:64]1=[O:65].[Na+:11].[O:48]=[Ca:49].[Pd+2:54].[c:1]1([CH3:10])[cH:2][cH:3][c:4]([S:7]([O-:8])=[O:9])[cH:5][cH:6]1.[c:20]1([P:21]([c:22]2[cH:23][cH:24][cH:25][cH:26][cH:27]2)[CH2:28][CH2:29][P:30]([c:31]2[cH:32][cH:33][cH:34][cH:35][cH:36]2)[c:37]2[cH:38][cH:39][cH:40][cH:41][cH:42]2)[cH:43][cH:44][cH:45][cH:46][cH:47]1>>[c:1]1([CH3:10])[cH:2][cH:3][c:4](-[c:13]2[cH:14][cH:15][c:16]([CH3:19])[cH:17][cH:18]2)[cH:5][cH:6]1. Reactants: C(C)(=O)OC=1C(=CC(=C(C1)N1N=C2N(CCCC2)C1=O)Cl)Cl (5,6,7,8-tetrahydro-2-(5-acetyloxy-2,4-dichlorophenyl)-1,2,4-triazolo[4,3-α]pyridin-3(2H)-one), BrN1C(CCC1=O)=O (N-bromosuccinimide). The solvent is C(Cl)(Cl)(Cl)Cl (carbon tetrachloride). Yields the product C(C)(=O)OC=1C(=CC(=C(C1)N1N=C2N(CCCC2Br)C1=O)Cl)Cl (5,6,7,8-tetrahydro-2-(5-acetyloxy-2,4-dichlorophenyl)-8-bromo1,2,4-triazolo[4,3-α]pyridin-3(2H)-one). The yield is 93.6%. RXN SMILES: [C:1]([O:4][C:5]1[C:6]([Cl:22])=[CH:7][C:8]([Cl:21])=[C:9]([N:11]2[C:19](=[O:20])[N:14]3[CH2:15][CH2:16][CH2:17][CH2:18][C:13]3=[N:12]2)[CH:10]=1)(=[O:3])[CH3:2].[Br:23]N1C(=O)CCC1=O>C(Cl)(Cl)(Cl)Cl>[C:1]([O:4][C:5]1[C:6]([Cl:22])=[CH:7][C:8]([Cl:21])=[C:9]([N:11]2[C:19](=[O:20])[N:14]3[CH2:15][CH2:16][CH2:17][CH:18]([Br:23])[C:13]3=[N:12]2)[CH:10]=1)(=[O:3])[CH3:2]. Reported procedure: To a solution of 3.55 g (10.4 mmol) of 5,6,7,8-tetrahydro-2-(5-acetyloxy-2,4-dichlorophenyl)-1,2,4-triazolo[4,3-α]pyridin-3(2H)-one in 100 mL of carbon tetrachloride was added 2.03 g (11.4 mmol) of N-bromosuccinimide at room temperature. The mixture was warmed under reflux by irradiating with a sun lamp for 3h. The mixture was cooled to room temperature and concentrated under reduced pressure. The crude product was purified by flash chromatography over silica gel, eluting with a 1:1 v:v mixture ... The reactants are C(#N)C=1C(=C2C=C(N(C2=CC1)CC(=O)O)C)C(F)(F)F ([5-cyano-2-methyl-4-(trifluoromethyl)-1H-indol-1-yl]acetic acid), N1=CC(=CC=C1)C(=O)NN (3-pyridinecarbohydrazide). The product is CC=1N(C2=CC=C(C(=C2C1)C(F)(F)F)C#N)CC=1OC(=NN1)C=1C=NC=CC1 (2-Methyl-1-{[5-(3-pyridinyl)-1,3,4-oxadiazol-2-yl]methyl}-4-(trifluoromethyl)-1H-indole-5-carbonitrile). As a reaction SMILES: [C:1]([C:3]1[C:4]([C:17]([F:20])([F:19])[F:18])=[C:5]2[C:9](=[CH:10][CH:11]=1)[N:8]([CH2:12][C:13]([OH:15])=O)[C:7]([CH3:16])=[CH:6]2)#[N:2].[N:21]1[CH:26]=[CH:25][CH:24]=[C:23]([C:27]([NH:29][NH2:30])=O)[CH:22]=1>>[CH3:16][C:7]1[N:8]([CH2:12][C:13]2[O:15][C:27]([C:23]3[CH:22]=[N:21][CH:26]=[CH:25][CH:24]=3)=[N:29][N:30]=2)[C:9]2[C:5]([CH:6]=1)=[C:4]([C:17]([F:19])([F:18])[F:20])[C:3]([C:1]#[N:2])=[CH:11][CH:10]=2. Procedure details: Synthesized as described in Example 35C using [5-cyano-2-methyl-4-(trifluoromethyl)-1H-indol-1-yl]acetic acid and 3-pyridinecarbohydrazide: 1H NMR (400 MHz, DMSO-d6) δ 9.08 (s, 1H), 8.78 (d, J=4.9 Hz, 1H), 8.27 (d, J=7.8 Hz, 1H), 8.08 (d, J=8.5 Hz, 1H), 7.77 (d, J=8.5 Hz, 1H), 7.60 (dd, J=7.8 and 4.9 Hz, 1H), 6.65 (s, 1H), 6.00 (s, 2H), 2.57 (s, 3H); MS (ES) m/z 384 (M+1). The reactants are C1(=CC=CC=C1)C(C)C (cumene), O (water), S(O)(O)(=O)=O (sulfuric acid), C1(=CC=CC=C1)O (phenol). Solvent: CC(=O)C (acetone). Product: C(C)(C)(C1=CC=CC=C1)C1=C(C=CC=C1)O (cumylphenol). RXN SMILES: [C:1]1([CH:7]([CH3:9])[CH3:8])[CH:6]=[CH:5][CH:4]=[CH:3][CH:2]=1.O.S(=O)(=O)(O)O.[C:16]1([OH:22])[CH:21]=[CH:20][CH:19]=[CH:18][CH:17]=1>CC(C)=O>[C:7]([C:17]1[CH:18]=[CH:19][CH:20]=[CH:21][C:16]=1[OH:22])([C:1]1[CH:6]=[CH:5][CH:4]=[CH:3][CH:2]=1)([CH3:9])[CH3:8]. Procedure: A stock solution containing 6 wt% DCP, 15 wt% cumene, 1 wt% water and 50 ppm sulfuric acid with the balance composed of equimolar phenol and acetone was distributed among several melting point capillary tubes which were subsequently sealed and heated for various lengths of time in a stirred oil bath. The tubes were then quickly cooled by immersion in an ice bath and the contents were analyzed by gas chromatography. The amount of AMS formed increased with time up to a maximum yield and then decli...